Task: describe an organic reaction: reactants, conditions, products, and yield. Dataset: the Open Reaction Database (ORD), a public repository of structured organic reaction records The reactants are CCOC(=O)CN(C)C(=O)c1ccccc1-c1ccccc1C, CO, [K+], [OH-], O. Yields the product Cc1ccccc1-c1ccccc1C(=O)N(C)CC(=O)O. Reaction SMILES: [CH2:1]([CH3:2])[O:3][C:4]([CH2:5][N:6]([C:7]([c:8]1[c:9](-[c:14]2[c:15]([CH3:20])[cH:16][cH:17][cH:18][cH:19]2)[cH:10][cH:11][cH:12][cH:13]1)=[O:21])[CH3:22])=[O:23].[CH3:26][OH:27].[K+:25].[OH-:24].[OH2:28]>>[O:3]=[C:4]([CH2:5][N:6]([C:7]([c:8]1[c:9](-[c:14]2[c:15]([CH3:20])[cH:16][cH:17][cH:18][cH:19]2)[cH:10][cH:11][cH:12][cH:13]1)=[O:21])[CH3:22])[OH:23].